Dataset: the Open Reaction Database (ORD), a public repository of structured organic reaction records. Task: describe an organic reaction: reactants, conditions, products, and yield The solvent is CO (MeOH). Reactants: solution, Cl (HCl), IC1=CC=C(C=C1)CC(=O)O (2-(4-iodophenyl)acetic acid), O1CCOCC1 (dioxane). Product: IC1=CC=C(C=C1)CC(=O)OC (methyl 2-(4-iodophenyl)acetate). Procedure: A 4M solution of HCl in dioxane (50 mL) was added to 2-(4-iodophenyl)acetic acid (10 g, 38.2 mmol) in MeOH (100 mL) and the reaction stirred overnight. The solvent was evaporated under reduced pressure. The residue was purified by silica gel column chromatography eluting with 0-30% EtOAc in hexanes to afford methyl 2-(4-iodophenyl)acetate in 10.42 g (99%). LRMS: 276.0 (calc) 277.1 (found)(MH+)+. As a reaction SMILES: Cl.[I:2][C:3]1[CH:8]=[CH:7][C:6]([CH2:9][C:10]([OH:12])=[O:11])=[CH:5][CH:4]=1.O1CCOC[CH2:14]1>CO>[I:2][C:3]1[CH:4]=[CH:5][C:6]([CH2:9][C:10]([O:12][CH3:14])=[O:11])=[CH:7][CH:8]=1. Conditions: time 8 hour. Starting materials: C(C)(C)(C)OC(=O)N1[C@@H](C[C@H](C1)O)COC1=CC=C(C(=O)OC)C=C1 (methyl 4-(trans-1-tert-butoxycarbonyl-4-hydroxy-(2S)-pyrrolidinyl)methoxybenzoate), C1=CC=C(C=C1)P(C2=CC=CC=C2)C3=CC=CC=C3 (Ph3P), C(Cl)(Cl)(Cl)Cl (CCl4). Solvent: C(Cl)(Cl)Cl (CHCl3). Reaction conditions: temperature 50 celsius, time 24 hour. Product: C(C)(C)(C)OC(=O)N1[C@@H](C[C@@H](C1)Cl)COC1=CC=C(C(=O)OC)C=C1 (methyl 4-(cis-1-tert-butoxycarbonyl-4-chloro-(2S)-pyrrolidinyl)methoxybenzoate). Yield: 92.0%. As a reaction SMILES: [C:1]([O:5][C:6]([N:8]1[CH2:12][C@H:11](O)[CH2:10][C@H:9]1[CH2:14][O:15][C:16]1[CH:25]=[CH:24][C:19]([C:20]([O:22][CH3:23])=[O:21])=[CH:18][CH:17]=1)=[O:7])([CH3:4])([CH3:3])[CH3:2].C1C=CC(P(C2C=CC=CC=2)C2C=CC=CC=2)=CC=1.C(Cl)(Cl)(Cl)[Cl:46]>C(Cl)(Cl)Cl>[C:1]([O:5][C:6]([N:8]1[CH2:12][C@@H:11]([Cl:46])[CH2:10][C@H:9]1[CH2:14][O:15][C:16]1[CH:25]=[CH:24][C:19]([C:20]([O:22][CH3:23])=[O:21])=[CH:18][CH:17]=1)=[O:7])([CH3:4])([CH3:3])[CH3:2]. Procedure: To a stirred solution of methyl 4-(trans-1-tert-butoxycarbonyl-4-hydroxy-(2S)-pyrrolidinyl)methoxybenzoate (351 mg, 1.0 mmol) and Ph3P (393 mg, 1.5 mmol) in CHCl3 (5.0 ml) was added CCl4 (5.0 ml) at room temperature. The reaction mixture was stirred at 50° C. for 24 hr. The reaction mixture was concentrated in vacuo. The residue was purified by column chromatography on silica gel with n-hexane to n-hexane-EtOAc (4:1, v/v) as eluent to give methyl 4-(cis-1-tert-butoxycarbonyl-4-chloro-(2S)-pyrrol... The reactants are CO, [H][H], O=[N+]([O-])c1cncnc1Nc1ccc(Nc2nc3ccccc3o2)cc1. Yields the product Nc1cncnc1Nc1ccc(Nc2nc3ccccc3o2)cc1. Reaction SMILES: [CH3:29][OH:30].[H:27][H:28].[o:1]1[c:2]([NH:10][c:11]2[cH:12][cH:13][c:14]([NH:17][c:18]3[n:19][cH:20][n:21][cH:22][c:23]3[N+:24]([O-:25])=[O:26])[cH:15][cH:16]2)[n:3][c:4]2[c:5]1[cH:6][cH:7][cH:8][cH:9]2>>[o:1]1[c:2]([NH:10][c:11]2[cH:12][cH:13][c:14]([NH:17][c:18]3[n:19][cH:20][n:21][cH:22][c:23]3[NH2:24])[cH:15][cH:16]2)[n:3][c:4]2[c:5]1[cH:6][cH:7][cH:8][cH:9]2. Reactants: CC1=C(C=CC=C1)C(C(=O)OC)=COC (methyl α-(2-methylphenyl)-β-methoxyacrylate), BrC1C(=O)NC(C1)=O (bromosuccinimide), C1(CCC(N1)=O)=O (succinimide). The reagents and catalysts are N(=NC(C#N)(C)C)C(C#N)(C)C (azobisisobutyronitrile). The solvent is C(Cl)(Cl)(Cl)Cl (CCl4). Conditions: temperature 90 celsius. Product: BrCC1=C(C=CC=C1)C(C(=O)OC)=COC (Methyl α-(2-bromomethylphenyl)-β-methoxyacrylate). The yield is 97.3%. As a reaction SMILES: [CH3:1][C:2]1[CH:7]=[CH:6][CH:5]=[CH:4][C:3]=1[C:8](=[CH:13][O:14][CH3:15])[C:9]([O:11][CH3:12])=[O:10].[Br:16]C1CC(=O)NC1=O.C1(=O)NC(=O)CC1>N(C(C)(C)C#N)=NC(C)(C)C#N.C(Cl)(Cl)(Cl)Cl>[Br:16][CH2:1][C:2]1[CH:7]=[CH:6][CH:5]=[CH:4][C:3]=1[C:8](=[CH:13][O:14][CH3:15])[C:9]([O:11][CH3:12])=[O:10]. Procedure: 20.6 g of the methyl α-(2-methylphenyl)-β-methoxyacrylate obtained as described in Method A, 17.65 g of bromosuccinimide, 0.2 g of azobisisobutyronitrile and 150 ml of CCl4 are slowly heated to 90° C. and kept at this temperature until all the succinimide floats on the solvent. The mixture is filtered, the filtrate is evaporated down, the remaining oil is dissolved in about 5 ml of acetone and the solution is brought to crystallization with n-hexane. 27.5 g of colorless crystals of melting point...